From a dataset of the Open Reaction Database (ORD), a public repository of structured organic reaction records. describe an organic reaction: reactants, conditions, products, and yield Reactants: COC(=O)C(C)N(c1ccc(Cl)cc1)S(C)(=O)=O, CO, [Li+], [OH-], O. The product is CC(C(=O)O)N(c1ccc(Cl)cc1)S(C)(=O)=O. Reaction SMILES: [CH3:1][O:2][C:3]([CH:4]([N:5]([S:6](=[O:7])(=[O:8])[CH3:9])[c:10]1[cH:11][cH:12][c:13]([Cl:16])[cH:14][cH:15]1)[CH3:17])=[O:18].[CH3:21][OH:22].[Li+:20].[OH-:19].[OH2:23]>>[O:2]=[C:3]([CH:4]([N:5]([S:6](=[O:7])(=[O:8])[CH3:9])[c:10]1[cH:11][cH:12][c:13]([Cl:16])[cH:14][cH:15]1)[CH3:17])[OH:18]. Starting materials: ClC1=CC=C(C=C1)NC(C(N1CCN(CC1)C)C1=CC=C(S1)C(=O)OCC)=O (Ethyl 5-[2-[(4-chlorophenyl)amino]-1-(4-methylpiperazin-1-yl)-2-oxoethyl]thiophene-2-carboxylate), [Li+].[OH-] (LiOH), Cl (HCl). Run in O1CCOCC1 (dioxane). Conditions: time 3 hour. The product is ClC1=CC=C(C=C1)NC(C(N1CCN(CC1)C)C1=CC=C(S1)C(=O)O)=O (5-[2-[(4-chlorophenyl)amino]-1-(4-methylpiperazin-1-yl)-2-oxoethyl]thiophene-2-carboxylic acid). As a reaction SMILES: [Cl:1][C:2]1[CH:7]=[CH:6][C:5]([NH:8][C:9](=[O:28])[CH:10]([C:18]2[S:22][C:21]([C:23]([O:25]CC)=[O:24])=[CH:20][CH:19]=2)[N:11]2[CH2:16][CH2:15][N:14]([CH3:17])[CH2:13][CH2:12]2)=[CH:4][CH:3]=1.[Li+].[OH-].Cl>O1CCOCC1>[Cl:1][C:2]1[CH:7]=[CH:6][C:5]([NH:8][C:9](=[O:28])[CH:10]([C:18]2[S:22][C:21]([C:23]([OH:25])=[O:24])=[CH:20][CH:19]=2)[N:11]2[CH2:16][CH2:15][N:14]([CH3:17])[CH2:13][CH2:12]2)=[CH:4][CH:3]=1 |f:1.2|. Reported procedure: Ethyl 5-[2-[(4-chlorophenyl)amino]-1-(4-methylpiperazin-1-yl)-2-oxoethyl]thiophene-2-carboxylate (0.56 g, 1.33 mmol) was made 0.5 M in dioxane and to this stirring solution was added 3 equivalents 3M LiOH (1.33 mL, 3.98 mmol). The resulting mixture was stirred at ambient temperature for 3 hours. The mixture was adjusted to pH 6 with 1 M HCl then concentrated in vacuo to give the desired product. MS: cal'd 394, 396 (MH+), exp 394, 396 (MH+). As a reaction SMILES: [C:1]([O:4][C@@H:5]1[CH2:22][CH2:21][C@@:20]2([CH3:23])[C@H:7]([CH2:8][CH2:9][C@@H:10]3[C@@H:19]2[CH2:18][C@H:17]([O:24][C:25](=[O:27])[CH3:26])[C@@:15]2([CH3:16])[C@H:11]3[CH2:12][CH2:13][C@@H:14]2[CH:28]([CH3:44])[CH2:29][CH:30]=[C:31]([C:38]2[CH:43]=[CH:42][CH:41]=[CH:40][CH:39]=2)[C:32]2[CH:37]=[CH:36][CH:35]=[CH:34][CH:33]=2)[CH2:6]1)(=[O:3])[CH3:2].BrN1C(=O)CCC1=O.C(OOC(=O)C1C=CC=CC=1)(=O)C1C=CC=CC=1>C(Cl)(Cl)(Cl)Cl>[C:1]([O:4][C@@H:5]1[CH2:22][CH2:21][C@@:20]2([CH3:23])[C@H:7]([CH2:8][CH2:9][C@@H:10]3[C@@H:19]2[CH2:18][C@H:17]([O:24][C:25](=[O:27])[CH3:26])[C@@:15]2([CH3:16])[C@H:11]3[CH2:12][CH2:13][C@@H:14]2[C:28](=[CH2:44])[CH2:29][CH:30]=[C:31]([C:32]2[CH:37]=[CH:36][CH:35]=[CH:34][CH:33]=2)[C:38]2[CH:43]=[CH:42][CH:41]=[CH:40][CH:39]=2)[CH2:6]1)(=[O:3])[CH3:2]. Reactants: C(C)(=O)O[C@H]1C[C@H]2CC[C@H]3[C@@H]4CC[C@@H]([C@@]4(C)[C@H](C[C@@H]3[C@]2(CC1)C)OC(C)=O)C(CC=C(C1=CC=CC=C1)C1=CC=CC=C1)C (3α, 12α-diacetoxy-17β-[(1,1-diphenyl)-1-penten-4-yl]-5β-androstane), BrN1C(CCC1=O)=O (N-bromosuccinimide), C(C1=CC=CC=C1)(=O)OOC(C1=CC=CC=C1)=O (benzoyl peroxide). The product is C(C)(=O)O[C@H]1C[C@H]2CC[C@H]3[C@@H]4CC[C@@H]([C@@]4(C)[C@H](C[C@@H]3[C@]2(CC1)C)OC(C)=O)C(CC=C(C1=CC=CC=C1)C1=CC=CC=C1)=C (3α, 12α-diacetoxy-17β-[(1,1-diphenyl)-1,4-pentadien-4-yl]-5β-androstane). Solvent: C(Cl)(Cl)(Cl)Cl (carbon tetrachloride). Procedure details: A mixture of 3α, 12α-diacetoxy-17β-[(1,1-diphenyl)-1-penten-4-yl]-5β-androstane (7.24 g), N-bromosuccinimide (2.26 g) and benzoyl peroxide (0.256 g) in anhydrous carbon tetrachloride (250 ml) is stirred at reflux, while being illuminated with a 275-watt sun lamp, for about 45 minutes. The mixture is cooled, filtered, and concentrated in vacuo. The resulting oil is dissolved in anhydrous pyridine (12.2 ml), the solution refluxed for about 1 hour, and concentrated in vacuo. The residue is dissolve... The reactants are CC(=O)O, O=C1C=C(O)C(=Cc2cccc(Cl)c2)N1, O=N[O-], [Na+]. Yields the product O=C1NC(=Cc2cccc(Cl)c2)C(=O)C1=NO. As a reaction SMILES: [CH3:20][C:21](=[O:22])[OH:23].[Cl:5][c:6]1[cH:7][c:8]([CH:9]=[C:10]2[C:11]([OH:16])=[CH:12][C:13](=[O:15])[NH:14]2)[cH:17][cH:18][cH:19]1.[N:1](=[O:2])[O-:3].[Na+:4]>>[N:1]([OH:3])=[C:12]1[C:11](=[O:16])[C:10](=[CH:9][c:8]2[cH:7][c:6]([Cl:5])[cH:19][cH:18][cH:17]2)[NH:14][C:13]1=[O:15].